This data is from the Open Reaction Database (ORD), a public repository of structured organic reaction records. The task is: describe an organic reaction: reactants, conditions, products, and yield Starting materials: COC(=O)C=1SC(=C(C1)[N+](=O)[O-])Cl (5-chloro-4-nitrothiophene-2-carboxylic acid methyl ester), Cl.C(C)OC(CN)=O (glycine ethyl ester hydrochloride), C([O-])([O-])=O.[K+].[K+] (potassium carbonate). Run in C(C)#N (acetonitrile). Product: C(C)OC(CNC1=C(C=C(S1)C(=O)OC)[N+](=O)[O-])=O (methyl 5-(2-ethoxy-2-oxoethylamino)-4-nitrothiophene-2-carboxylate). Isolated yield 89.5%. As a reaction SMILES: [CH3:1][O:2][C:3]([C:5]1[S:6][C:7](Cl)=[C:8]([N+:10]([O-:12])=[O:11])[CH:9]=1)=[O:4].Cl.[CH2:15]([O:17][C:18](=[O:21])[CH2:19][NH2:20])[CH3:16].C(=O)([O-])[O-].[K+].[K+]>C(#N)C>[CH2:15]([O:17][C:18](=[O:21])[CH2:19][NH:20][C:7]1[S:6][C:5]([C:3]([O:2][CH3:1])=[O:4])=[CH:9][C:8]=1[N+:10]([O-:12])=[O:11])[CH3:16] |f:1.2,3.4.5|. Procedure: A solution of 5-chloro-4-nitrothiophene-2-carboxylic acid methyl ester (6.03 g, 27.2 mmol), glycine ethyl ester hydrochloride (4.18 g, 29.9 mmol) and potassium carbonate (9.4 g, 68 mmol) in acetonitrile (200 mL) was stirred 4 h at 70° C. Quenched in ice/water. The resulting precipitation was collected by filtration, washed with water and dried to give methyl 5-(2-ethoxy-2-oxoethylamino)-4-nitrothiophene-2-carboxylate 19 (7.02 g, 89%). NMR (400 MHz, CDCl3) 1.35 (t, J=7.0 Hz, 3H), 3.87 (s, 3H), 4....